Dataset: the Open Reaction Database (ORD), a public repository of structured organic reaction records. Task: describe an organic reaction: reactants, conditions, products, and yield Starting materials: C(O)([O-])=O.[Na+] (sodium hydrogencarbonate), 1.2, CN1CCOCC1 (4-methylmorpholine), ClC1=CC=C(C=C1)NC(=O)O[C@@H](C(=O)O)C1=CC=CC=C1 ((R)-(4-chlorophenylcarbamoyloxy)phenylacetic acid), CON=C1N(CCCC1)C1=CC=C(C=C1)N (1-(4-aminophenyl)piperidin-2-one O-methyl oxime), Cl.CN(CCCN=C=NCC)C (N-(3-dimethylaminopropyl)-N′-ethylcarbodiimide hydrochloride), O.OC1=CC=CC=2NN=NC21 (hydroxybenzotriazole hydrate). The solvent is CN(C)C=O (DMF). Reaction conditions: time 24 hour. Product: ClC1=CC=C(C=C1)NC(=O)O[C@@H](C(=O)NC1=CC=C(C=C1)N1C(CCCC1)=NOC)C1=CC=CC=C1 ((R)-2-[N-(4-chlorophenyl)carbamoyloxy]-N-[4-(2-methoxyiminopiperidin-1-yl)phenyl]-2-phenylacetamide). Reaction SMILES: CN1CCOCC1.[Cl:8][C:9]1[CH:14]=[CH:13][C:12]([NH:15][C:16]([O:18][C@H:19]([C:23]2[CH:28]=[CH:27][CH:26]=[CH:25][CH:24]=2)[C:20]([OH:22])=O)=[O:17])=[CH:11][CH:10]=1.[CH3:29][O:30][N:31]=[C:32]1[CH2:37][CH2:36][CH2:35][CH2:34][N:33]1[C:38]1[CH:43]=[CH:42][C:41]([NH2:44])=[CH:40][CH:39]=1.Cl.CN(C)CCCN=C=NCC.O.OC1C2N=NNC=2C=CC=1.C(=O)([O-])O.[Na+]>CN(C=O)C>[Cl:8][C:9]1[CH:10]=[CH:11][C:12]([NH:15][C:16]([O:18][C@H:19]([C:23]2[CH:28]=[CH:27][CH:26]=[CH:25][CH:24]=2)[C:20]([NH:44][C:41]2[CH:42]=[CH:43][C:38]([N:33]3[CH2:34][CH2:35][CH2:36][CH2:37][C:32]3=[N:31][O:30][CH3:29])=[CH:39][CH:40]=2)=[O:22])=[O:17])=[CH:13][CH:14]=1 |f:3.4,5.6,7.8|. Reported procedure: 1.2 101 mg (1.00 mmol) of 4-methylmorpholine are added to a solution of 183 mg (0.600 mmol) of (R)-(4-chlorophenylcarbamoyloxy)phenylacetic acid, 129 mg (0.588 mmol) of 1-(4-aminophenyl)piperidin-2-one O-methyl oxime, 192 mg (1.00 mmol) of N-(3-dimethylaminopropyl)-N′-ethylcarbodiimide hydrochloride (DAPECI) and 91.9 mg (0.600 mmol) of hydroxybenzotriazole hydrate (HOBt) in 1 ml of DMF, and the mixture is stirred at room temperature for 24 hours. The reaction mixture is introduced into saturated... The reactants are [OH-].[K+] (KOH), C(C)N(C(C1=C(C(=C(C=C1)F)F)CN1C=NC=C1)=O)CC (N,N-Diethyl-3,4-difluoro-2-imidazol-1-ylmethyl-benzamide), [Li+].C[Si](C)(C)[N-][Si](C)(C)C (LHMDS), CC(=O)C (acetone), Cl (HCl). Solvent: O1CCOCC1 (dioxane), C(C)(=O)OCC (ethyl acetate), C1CCOC1 (THF). Run at temperature -78 celsius, time 10 minute. The product is FC1=C2C(C(OC(C2=CC=C1F)=O)(C)C)N1C=NC=C1 (5,6-difluoro-4-imidazol-1-yl-3,3-dimethyl-isochroman-1-one). RXN SMILES: C(N(CC)[C:4](=[O:19])[C:5]1[CH:10]=[CH:9][C:8]([F:11])=[C:7]([F:12])[C:6]=1[CH2:13][N:14]1[CH:18]=[CH:17][N:16]=[CH:15]1)C.[Li+].C[Si]([N-][Si](C)(C)C)(C)C.[CH3:32][C:33]([CH3:35])=[O:34].[OH-].[K+].Cl>C1COCC1.O1CCOCC1.C(OCC)(=O)C>[F:12][C:7]1[C:8]([F:11])=[CH:9][CH:10]=[C:5]2[C:6]=1[CH:13]([N:14]1[CH:18]=[CH:17][N:16]=[CH:15]1)[C:33]([CH3:35])([CH3:32])[O:34][C:4]2=[O:19] |f:1.2,4.5|. Reported procedure: N,N-Diethyl-3,4-difluoro-2-imidazol-1-ylmethyl-benzamide (0.832 g, 2.695 mmol) is dissolved in THF (15 mL) and cooled to −78° C. LHMDS (1.0M in THF, 4.0 mL, 4.0 mmol) is added over 5 min, resulting in a dark brown solution. After another 10 min, acetone (0.79 g, 13.47 mmol) is added. After 30 min, the mixture is quenched with a pH 7 aqueous buffer and extracted twice with ethyl acetate. The combined organic phase is dried over magnesium sulfate and concentrated in vacuo to give a brown residue, ...